The task is: describe an organic reaction: reactants, conditions, products, and yield. This data is from the Open Reaction Database (ORD), a public repository of structured organic reaction records. Starting materials: C(C)(=O)OCC (Ethyl acetate), [Si](C1=CC=CC=C1)(C1=CC=CC=C1)(C(C)(C)C)OC[C@H]1N(C[C@H](C1)OS(=O)(=O)C)C(=O)OC(C)(C)C ((2S,4S)-tert-butyl 2-((tert-butyldiphenylsilyloxy)methyl)-4-(methylsulfonyloxy)pyrrolidine-1-carboxylate), IC1=NNC2=NC=NC(=C21)N (3-iodo-1H-pyrazolo[3,4-d]pyrimidin-4-amine), C([O-])([O-])=O.[K+].[K+] (potassium carbonate). The solvent is O (water), CN(C)C=O (DMF). Reaction conditions: temperature 80 celsius, time 8 hour. Product: NC1=C2C(=NC=N1)N(N=C2I)[C@H]2C[C@H](N(C2)C(=O)OC(C)(C)C)CO[Si](C2=CC=CC=C2)(C2=CC=CC=C2)C(C)(C)C ((2S,4S)-tert-butyl 4-(4-amino-3-iodo-1H-pyrazolo[3,4-d]pyrimidin-1-yl)-2-((tert-butyldiphenylsilyloxy)methyl)pyrrolidine-1-carboxylate). RXN SMILES: [Si:1]([O:18][CH2:19][C@@H:20]1[CH2:24][C@H:23](OS(C)(=O)=O)[CH2:22][N:21]1[C:30]([O:32][C:33]([CH3:36])([CH3:35])[CH3:34])=[O:31])([C:14]([CH3:17])([CH3:16])[CH3:15])([C:8]1[CH:13]=[CH:12][CH:11]=[CH:10][CH:9]=1)[C:2]1[CH:7]=[CH:6][CH:5]=[CH:4][CH:3]=1.[I:37][C:38]1[C:46]2[C:41](=[N:42][CH:43]=[N:44][C:45]=2[NH2:47])[NH:40][N:39]=1.C(=O)([O-])[O-].[K+].[K+].C(OCC)(=O)C>CN(C=O)C.O>[NH2:47][C:45]1[N:44]=[CH:43][N:42]=[C:41]2[N:40]([C@@H:23]3[CH2:22][N:21]([C:30]([O:32][C:33]([CH3:34])([CH3:36])[CH3:35])=[O:31])[C@H:20]([CH2:19][O:18][Si:1]([C:14]([CH3:16])([CH3:17])[CH3:15])([C:8]4[CH:9]=[CH:10][CH:11]=[CH:12][CH:13]=4)[C:2]4[CH:3]=[CH:4][CH:5]=[CH:6][CH:7]=4)[CH2:24]3)[N:39]=[C:38]([I:37])[C:46]=12 |f:2.3.4|. Procedure details: (2S,4S)-tert-butyl 2-((tert-butyldiphenylsilyloxy)methyl)-4-(methylsulfonyloxy)pyrrolidine-1-carboxylate (389 mg) obtained in Step 2 above, 3-iodo-1H-pyrazolo[3,4-d]pyrimidin-4-amine (188 mg), and potassium carbonate (363 mg) were suspended in DMF (4.0 ml), followed by stirring overnight at 80° C. Ethyl acetate and water were added thereto to separate the organic layer. The organic layer was dried over anhydrous magnesium sulfate, and the solvent was distilled off under reduced pressure. The res...